From a dataset of the Open Reaction Database (ORD), a public repository of structured organic reaction records. describe an organic reaction: reactants, conditions, products, and yield The reactants are N1C(C2(C3=CC=CC=C13)COC=1C2=CC2=C(OCO2)C1)=O (spiro[furo[2,3-f][1,3]benzodioxole-7,3′-indol]-2′(1′H)-one), BrCC=1OC(=CC1)C(F)(F)F (2-(bromomethyl)-5-(trifluoromethyl)furan), CC1(C=2C(OC1)=CC=1OCC3(C(NC4=CC=CC=C34)=O)C1C2)C (5,5-dimethyl-5,6-dihydrospiro[benzo[1,2-b:5,4-b′]difuran-3,3′-indol]-2′(1′H)-one), BrCC1=C(C=C(C=C1)F)Cl (1-(bromomethyl)-2-chloro-4-fluorobenzene). The product is ClC1=C(CN2C(C3(C4=CC=CC=C24)COC=2C3=CC3=C(OCO3)C2)=O)C=CC(=C1)F (1′-(2-chloro-4-fluorobenzyl)spiro[furo[2,3-f][1,3]benzodioxole-7,3′-indol]-2′(1′H)-one). As a reaction SMILES: [NH:1]1[C:9]2[C:4](=[CH:5][CH:6]=[CH:7][CH:8]=2)[C:3]2([C:13]3=[CH:14][C:15]4[O:19][CH2:18][O:17][C:16]=4[CH:20]=[C:12]3[O:11][CH2:10]2)[C:2]1=[O:21].CC1(C)COC2=CC3OCC4(C=3C=C12)C1C(=CC=CC=1)NC4=O.Br[CH2:46][C:47]1[CH:52]=[CH:51][C:50]([F:53])=[CH:49][C:48]=1[Cl:54].BrCC1OC(C(F)(F)F)=CC=1>>[Cl:54][C:48]1[CH:49]=[C:50]([F:53])[CH:51]=[CH:52][C:47]=1[CH2:46][N:1]1[C:9]2[C:4](=[CH:5][CH:6]=[CH:7][CH:8]=2)[C:3]2([C:13]3=[CH:14][C:15]4[O:19][CH2:18][O:17][C:16]=4[CH:20]=[C:12]3[O:11][CH2:10]2)[C:2]1=[O:21]. Procedure: Following the procedure described in EXAMPLE 10.21, and making non-critical variations using spiro[furo[2,3-f][1,3]benzodioxole-7,3′-indol]-2′(1′H)-one to replace 5,5-dimethyl-5,6-dihydrospiro[benzo[1,2-b:5,4-b′]difuran-3,3′-indol]-2′(1′H)-one, and 1-(bromomethyl)-2-chloro-4-fluorobenzene to replace 2-(bromomethyl)-5-(trifluoromethyl)furan, the title compound was obtained (54%) as a white solid: mp 174-175° C.; MS (ES+) m/z 424.2 (M+1). Reactants: Compound U, AcMur-L-Ala-D-Glu, C(CCCCCCCCCCCCCCCCCCCCC)O (docosanol), CC(C)CCC[C@@H](C)CCC[C@@H](C)CCC\C(\C)=C\CO (phytol). Yields the product CC(C=C)(CCC=C(CCC=C(CCC=C(C)C)C)C)O (3,7,11,15-tetramethyl-1,6,10,14-hexadecatetraen-3-ol). As a reaction SMILES: C([OH:23])CCCCCCCCCCCCCCCCCCCCC.[CH3:24][CH:25]([CH2:27][CH2:28][CH2:29][C@H:30]([CH2:32][CH2:33][CH2:34][C@H:35]([CH2:37][CH2:38][CH2:39]/[C:40](=[CH:42]/[CH2:43]O)/[CH3:41])[CH3:36])[CH3:31])[CH3:26]>>[CH3:41][C:40]([OH:23])([CH2:39][CH2:38][CH:37]=[C:35]([CH3:36])[CH2:34][CH2:33][CH:32]=[C:30]([CH3:31])[CH2:29][CH2:28][CH:27]=[C:25]([CH3:26])[CH3:24])[CH:42]=[CH2:43]. Reported procedure: Compound U ##STR47## docosanol Compound V ##STR48## phytol Control compound: -MDP (AcMur-L-Ala-D-Glu)